From a dataset of the Open Reaction Database (ORD), a public repository of structured organic reaction records. describe an organic reaction: reactants, conditions, products, and yield Starting materials: CC(C)N(CCOc1ccc2sc(C(=O)Nc3ccccc3NC(=O)OC(C)(C)C)cc2c1)C(C)C, CN(C)CCOc1ccc2sc(C(=O)Nc3ccccc3N)cc2c1. Product: CC(C)N(CCOc1ccc2sc(C(=O)Nc3ccccc3N)cc2c1)C(C)C. RXN SMILES: [C:1]([O:2][C:3](=[O:4])[NH:7][c:8]1[c:9]([NH:14][C:15](=[O:16])[c:17]2[cH:18][c:19]3[c:20]([s:21]2)[cH:22][cH:23][c:24]([O:26][CH2:27][CH2:28][N:29]([CH:30]([CH3:31])[CH3:32])[CH:33]([CH3:34])[CH3:35])[cH:25]3)[cH:10][cH:11][cH:12][cH:13]1)([CH3:5])([CH3:6])[CH3:36].[NH2:37][c:38]1[cH:39][cH:40][cH:41][cH:42][c:43]1[NH:44][C:45]([c:46]1[s:47][c:48]2[cH:49][cH:50][c:51]([O:52][CH2:53][CH2:54][N:55]([CH3:56])[CH3:57])[cH:58][c:59]2[cH:60]1)=[O:61]>>[NH2:7][c:8]1[c:9]([NH:14][C:15](=[O:16])[c:17]2[cH:18][c:19]3[c:20]([s:21]2)[cH:22][cH:23][c:24]([O:26][CH2:27][CH2:28][N:29]([CH:30]([CH3:31])[CH3:32])[CH:33]([CH3:34])[CH3:35])[cH:25]3)[cH:10][cH:11][cH:12][cH:13]1. The reactants are solution, [F-].C(CCC)[N+](CCCC)(CCCC)CCCC (tetrabutylammonium fluoride), CCOC(=O)C (EtOAc), C(C)(C)(C)[Si](OCCC=1N(C(N(C1)CC1=CC=C(C=C1)C)=O)CCC)(C1=CC=CC=C1)C1=CC=CC=C1 (4-[2-(tert-butyl-diphenyl-silanyloxy)-ethyl]-1-(4-methyl-benzyl)-3-propyl-1,3-dihydro-imidazol-2-one), O (water). The solvent is C1CCOC1 (THF), C1CCOC1 (THF). Run at time 20 minute. The product is OCCC=1N(C(N(C1)CC1=CC=C(C=C1)C)=O)CCC (4-(2-hydroxy-ethyl)-1-(4-methyl-benzyl)-3-propyl-1,3-dihydro-imidazol-2-one). The yield is 61.0%. Reaction SMILES: C([Si](C1C=CC=CC=1)(C1C=CC=CC=1)[O:6][CH2:7][CH2:8][C:9]1[N:10]([CH2:23][CH2:24][CH3:25])[C:11](=[O:22])[N:12]([CH2:14][C:15]2[CH:20]=[CH:19][C:18]([CH3:21])=[CH:17][CH:16]=2)[CH:13]=1)(C)(C)C.[F-].C([N+](CCCC)(CCCC)CCCC)CCC.CCOC(C)=O.O>C1COCC1>[OH:6][CH2:7][CH2:8][C:9]1[N:10]([CH2:23][CH2:24][CH3:25])[C:11](=[O:22])[N:12]([CH2:14][C:15]2[CH:20]=[CH:19][C:18]([CH3:21])=[CH:17][CH:16]=2)[CH:13]=1 |f:1.2|. Procedure: The 4-[2-(tert-butyl-diphenyl-silanyloxy)-ethyl]-1-(4-methyl-benzyl)-3-propyl-1,3-dihydro-imidazol-2-one (16.79 g, assumed 27.8 mmol) was dissolved in THF (160 mL) and then treated with a 1 M solution of tetrabutylammonium fluoride in THF (55.6 mL, 55.5 mmol) and the reaction stirred at room temperature under N2 for 20 minutes. The reaction was worked up extractively with EtOAc and water and the organic layer dried (MgSO4) and the solvent removed in vacuo to give crude product that was purified ... Reactants: NC1=NC=CC2=CC(=NC=C12)C(C)(C)C (1-amino-6-tert-butyl-2,7-naphthyridine), NC1=NC=CC2=CC(=NC=C12)C(C)(C)C (1-amino-6-tert-butyl-2,7-naphthyridine), C(C)(C)(C)C1=NC=CC(=C1Br)I (2-tert-butyl-3-bromo-4-iodopyridine), FC(C1=NC=C(C(=C1)I)Cl)(F)F (2-trifluoromethyl-4-iodo-5-chloropyridine), C([O-])([O-])=O.[K+].[K+] (potassium carbonate), glass, C1(=CC=CC=C1)P(C1=CC=CC=C1)C1=CC=CC=C1 (triphenylphosphine). Solvent: CC=1C=CC=CC1C (o-xylene). Reported procedure: A vigorously stirred mixture of 20.1 g (100 mmol) of 1-amino-6-tert-butyl-2,7-naphthyridine S41, 37.4 g (110 mmol) of 2-tert-butyl-3-bromo-4-iodopyridine (S27) or 27.9 g (110 mmol) of 2-trifluoromethyl-4-iodo-5-chloropyridine, 35.0 g (250 mmol) of potassium carbonate, 200 g of glass beads (diameter 3 mm), 2.6 g (10 mmol) of triphenylphosphine and 450 mg (2 mmol) of palladium(II) acetate in 500 ml of o-xylene is heated under reflux until the 1-amino-6-tert-butyl-2,7-naphthyridine has been consume... Product: C1=NC=CC2=C1C1=NC3=CC=NC=C3N1C=C2 (2,6a,8,11-Tetraazabenzo[a]fluorene). Reagents/catalysts: C(C)(=O)[O-].[Pd+2].C(C)(=O)[O-] (palladium(II) acetate). As a reaction SMILES: [NH2:1][C:2]1[C:11]2[C:6](=[CH:7][C:8](C(C)(C)C)=[N:9][CH:10]=2)[CH:5]=[CH:4][N:3]=1.C([C:20]1[C:25](Br)=[C:24](I)[CH:23]=[CH:22][N:21]=1)(C)(C)C.FC(F)(F)C1C=C(I)C(Cl)=CN=1.C(=O)([O-])[O-].[K+].[K+].C1(P(C2C=CC=CC=2)C2C=CC=CC=2)C=CC=CC=1>CC1C=CC=CC=1C.C([O-])(=O)C.[Pd+2].C([O-])(=O)C>[CH:10]1[C:11]2[C:2]3[N:3]([CH:4]=[CH:5][C:6]=2[CH:7]=[CH:8][N:9]=1)[C:23]1[C:24](=[CH:25][CH:20]=[N:21][CH:22]=1)[N:1]=3 |f:3.4.5,8.9.10|. Starting materials: C(C)C=1N(C=C(N1)C1=NC(=CC=C1)C)C1=CC=C(C=C1)CCNC(OC(C)(C)C)=O (tert-butyl 2-{4-[2-ethyl-4-(6-methylpyridin-2-yl)-1H-imidazol-1-yl]phenyl}ethylcarbamate), ClC1=CC=C(C=C1)S(=O)(=O)N=C=O (4-chlorobenzenesulfonyl isocyanate). The product is ClC1=CC=C(C=C1)S(=O)(=O)NC(=O)NCCC1=CC=C(C=C1)N1C(=NC(=C1)C1=NC(=CC=C1)C)CC (4-chloro-N-{[(2-{4-[2-ethyl-4-(6-methylpyridin-2-yl)-1H-imidazol-1-yl]phenyl}ethyl)amino]carbonyl}benzenesulfonamide). RXN SMILES: [CH2:1]([C:3]1[N:4]([C:15]2[CH:20]=[CH:19][C:18]([CH2:21][CH2:22][NH:23][C:24](=[O:30])OC(C)(C)C)=[CH:17][CH:16]=2)[CH:5]=[C:6]([C:8]2[CH:13]=[CH:12][CH:11]=[C:10]([CH3:14])[N:9]=2)[N:7]=1)[CH3:2].[Cl:31][C:32]1[CH:37]=[CH:36][C:35]([S:38]([N:41]=C=O)(=[O:40])=[O:39])=[CH:34][CH:33]=1>>[Cl:31][C:32]1[CH:33]=[CH:34][C:35]([S:38]([NH:41][C:24]([NH:23][CH2:22][CH2:21][C:18]2[CH:19]=[CH:20][C:15]([N:4]3[CH:5]=[C:6]([C:8]4[CH:13]=[CH:12][CH:11]=[C:10]([CH3:14])[N:9]=4)[N:7]=[C:3]3[CH2:1][CH3:2])=[CH:16][CH:17]=2)=[O:30])(=[O:39])=[O:40])=[CH:36][CH:37]=1. Procedure details: The title compound was prepared according to the procedure described in step 5 of Example 26 from tert-butyl 2-{4-[2-ethyl-4-(6-methylpyridin-2-yl)-1H-imidazol-1-yl]phenyl}ethylcarbamate and 4-chlorobenzenesulfonyl isocyanate. MS (ESI) m/z 524 [M+H]+, 522 [M−H]−, 1H-NMR (DMSO d-6)δ1.20 (3H, t, J=7.3 Hz), 2.49 (3H, s), 2.67 (2H, q, J=7.5 Hz), 2.78 (2H, t, J=7.1 Hz), 3.25-3.32 (2H, m), 6.66 (1H, t, J=5.5 Hz), 7.10 (2H, 1, J=6.4 Hz), 7.33 (2H, d, J=8.4 Hz), 7.42 (2H, d, J=8.4 Hz), 7.7-7.76 (4H, m),... Starting materials: C[C@@]12CCC[C@@]([C@H]1CC[C@]34[C@H]2CC[C@](C3)(C(=C)C4)O[C@H]5[C@@H]([C@H]([C@@H]([C@H](O5)CO)O)O)O[C@H]6[C@@H]([C@H]([C@@H]([C@H](O6)CO)O)O[C@H]7[C@@H]([C@H]([C@@H]([C@H](O7)CO)O)O)O)O)(C)C(=O)O[C@H]8[C@@H]([C@H]([C@@H]([C@H](O8)CO)O)O)O (Rebaudioside A), C[C@H](CC[C@H](C(C)(C)O)O[C@H]1[C@@H]([C@H]([C@@H]([C@H](O1)CO[C@H]2[C@@H]([C@H]([C@@H]([C@H](O2)CO)O)O)O)O)O)O[C@H]3[C@@H]([C@H]([C@@H]([C@H](O3)CO)O)O)O)[C@H]4CC[C@@]5([C@@]4(C[C@H]([C@@]6([C@H]5CC=C7[C@H]6CC[C@@H](C7(C)C)O[C@H]8[C@@H]([C@H]([C@@H]([C@H](O8)CO[C@H]9[C@@H]([C@H]([C@@H]([C@H](O9)CO)O)O)O)O)O)O)C)O)C)C (mogroside V). Solvent: O (Water). Product: C([C@@H]1[C@H]([C@@H]([C@H]([C@H](O1)O[C@]2([C@H]([C@@H]([C@H](O2)CO)O)O)CO)O)O)O)O (sucrose). The yield is 5.0%. As a reaction SMILES: C[C@]12[C@@H]3CC[C@@]4([O:19][C@@H:20]5[O:25][C@H:24]([CH2:26][OH:27])[C@@H:23]([OH:28])[C@H:22]([OH:29])[C@H:21]5[O:30][C@@H:31]5[O:36][C@H:35]([CH2:37][OH:38])[C@@H:34]([OH:39])[C@H:33]([O:40][C@@H]6O[C@H](CO)[C@@H](O)[C@H](O)[C@H]6O)[C@H:32]5[OH:52])C(C[C@@]3(C4)CC[C@@H]1[C@@](C(O[C@@H]1O[C@H](CO)[C@@H](O)[C@H](O)[C@H]1O)=O)(C)CCC2)=C.C[C@@H]([C@@H]1[C@@]2(C)C[C@@H](O)[C@@]3(C)[C@@H]4CC[C@H](O[C@@H]5O[C@H](CO[C@@H]6O[C@H](CO)[C@@H](O)[C@H](O)[C@H]6O)[C@@H](O)[C@H](O)[C@H]5O)C(C)(C)C4=CC[C@H]3[C@]2(C)CC1)CC[C@@H](O[C@@H]1O[C@H](CO[C@@H]2O[C@H](CO)[C@@H](O)[C@H](O)[C@H]2O)[C@@H](O)[C@H](O)[C@H]1O[C@@H]1O[C@H](CO)[C@@H](O)[C@H](O)[C@H]1O)C(O)(C)C>O>[CH2:37]([OH:38])[C@H:35]1[O:36][C@H:31]([O:30][C@:21]2([CH2:20][OH:19])[O:25][C@H:24]([CH2:26][OH:27])[C@@H:23]([OH:28])[C@@H:22]2[OH:29])[C@H:32]([OH:52])[C@@H:33]([OH:40])[C@@H:34]1[OH:39]. Procedure details: Rebaudioside A and mogroside V were mixed in the same manner as in Example 1 with the compounding ratio (weight ratio) shown in Table 3. Water was added to the mixture so as to obtain a degree of sweetness (intensity of sweetness) similar to that of a 5% aqueous sucrose solution, and eight types of aqueous solutions containing rebaudioside A and/or mogroside V were prepared. Among these aqueous test solutions, thaumatin was added to each aqueous solution, except for an aqueous solution consistin... Reactants: [OH-].[Na+] (sodium hydroxide), NCC1CCNCC1 (4-(aminomethyl)-piperidine), ClC1=NC2=CC=CC=C2C(=N1)N(CC)CC (2-chloro-4-diethylaminoquinazoline), CCN(C(C)C)C(C)C (Hunig's base). The solvent is C(C)(=O)OCC (ethyl acetate), C(CCC)#N (butyronitrile). Product: NCC1CCN(CC1)C1=NC2=CC=CC=C2C(=N1)N(CC)CC (4-Aminomethyl-N-(4-diethylaminoquinazolin-2-yl)-piperidine). As a reaction SMILES: [NH2:1][CH2:2][CH:3]1[CH2:8][CH2:7][NH:6][CH2:5][CH2:4]1.Cl[C:10]1[N:19]=[C:18]([N:20]([CH2:23][CH3:24])[CH2:21][CH3:22])[C:17]2[C:12](=[CH:13][CH:14]=[CH:15][CH:16]=2)[N:11]=1.CCN(C(C)C)C(C)C.[OH-].[Na+]>C(#N)CCC.C(OCC)(=O)C>[NH2:1][CH2:2][CH:3]1[CH2:8][CH2:7][N:6]([C:10]2[N:19]=[C:18]([N:20]([CH2:23][CH3:24])[CH2:21][CH3:22])[C:17]3[C:12](=[CH:13][CH:14]=[CH:15][CH:16]=3)[N:11]=2)[CH2:5][CH2:4]1 |f:3.4|. Procedure details: A mixture of 4-(aminomethyl)-piperidine (1.2 g, 11 mmol), 2-chloro-4-diethylaminoquinazoline (2.5 g, 11 mmol) and Hunig's base (2.8 ml, 16 mmol) in 5 ml of butyronitrile was reacted for 12 hours at 100° C. After cooling, ethyl acetate (50 ml) and 50 ml of sodium hydroxide (10%) were added. The phases were separated and the aqueous phase was extracted with ethyl acetate (2×25 ml). The combined organic phases were dried (Na2SO4), concentrated on a rotary evaporator and purified by chromatography o... Reactants: C(#N)C=1C=CC(=C(N)C1)C (5-cyano-2-methylaniline), ClCC(=O)Cl (chloroacetyl chloride). Product: ClCC(=O)NC1=C(C=CC(=C1)C#N)C (2-Chloro-N-(5-cyano-2-methylphenyl)acetamide). RXN SMILES: [C:1]([C:3]1[CH:4]=[CH:5][C:6]([CH3:10])=[C:7]([CH:9]=1)[NH2:8])#[N:2].[Cl:11][CH2:12][C:13](Cl)=[O:14]>>[Cl:11][CH2:12][C:13]([NH:8][C:7]1[CH:9]=[C:3]([C:1]#[N:2])[CH:4]=[CH:5][C:6]=1[CH3:10])=[O:14]. Procedure: The subtitle compound was prepared from 5-cyano-2-methylaniline (1.6 g) and chloroacetyl chloride (1.1 ml) by the method of Example 33 step (iii) as a white solid. Yield: 1.85 g